Dataset: the Open Reaction Database (ORD), a public repository of structured organic reaction records. Task: describe an organic reaction: reactants, conditions, products, and yield Reactants: CC(C)C[AlH]CC(C)C (DIBAL-H), C(=O)([O-])C(O)C(O)C(=O)[O-].[Na+].[K+] (potassium sodium tartrate), COC(=O)C=1N(S(C2=C(C1)C=CS2)(=O)=O)CCCCO (2-(4-Hydroxybutyl)-2H-thieno[3,2-e]-1,2-thiazine-3-carboxylic Acid 1,1-dioxide Methyl Ester), C1(=CC=C(C=C1)S(=O)(=O)O)C (p-toluenesulfonic acid), C(=C)OCC (ethyl vinyl ether). Solvent: C1CCOC1 (THF). Run at time 15 minute. The product is C(C)OC(C)OCCCCN1S(C2=C(C=C1CO)C=CS2)(=O)=O (2-[4-(1-Ethoxyethoxy)butyl]-2H-thieno[3,2-e]-1,2-thiazine-3-methanol 1,1-dioxide). As a reaction SMILES: CO[C:3]([C:5]1[N:6]([CH2:16][CH2:17][CH2:18][CH2:19][OH:20])[S:7](=[O:15])(=[O:14])[C:8]2[S:13][CH:12]=[CH:11][C:9]=2[CH:10]=1)=[O:4].C1(C)C=CC(S(O)(=O)=O)=CC=1.[CH:32]([O:34][CH2:35][CH3:36])=[CH2:33].CC(C[AlH]CC(C)C)C.C(C(C(C([O-])=O)O)O)([O-])=O.[Na+].[K+]>C1COCC1>[CH2:32]([O:34][CH:35]([O:20][CH2:19][CH2:18][CH2:17][CH2:16][N:6]1[C:5]([CH2:3][OH:4])=[CH:10][C:9]2[CH:11]=[CH:12][S:13][C:8]=2[S:7]1(=[O:14])=[O:15])[CH3:36])[CH3:33] |f:4.5.6|. Procedure: To a solution of the product from Step B (1.01 g, 3.19 mmol) and p-toluenesulfonic acid (0.05 g) in anhydrous THF (30 mL) at 0° C. was added ethyl vinyl ether (0.5 mL, 5.23 mmol) and stirred for 15 min. To this solution was added via syringe DIBAL-H (1M solution in hexanes, 12 mmol); this mixture was stirred for 20 min at which point a solution of potassium sodium tartrate (8.0 g in 30 mL water) was added over 5 min. The resulting mixture was stirred overnight and extracted with ethyl acetate (2... The reactants are C[Si](C)(C)CCOCn1ccc2c(-c3cnn(C4(CC#N)CC(CC#N)(CC#N)C4)c3)ncnc21, CO, NCCN, O=C(O)C(F)(F)F. Product: N#CCC1(CC#N)CC(CC#N)(n2cc(-c3ncnc4[nH]ccc34)cn2)C1. As a reaction SMILES: [CH3:1][Si:2]([CH3:3])([CH3:4])[CH2:5][CH2:6][O:34][CH2:35][n:7]1[cH:8][cH:9][c:10]2[c:11]1[n:12][cH:13][n:14][c:15]2-[c:16]1[cH:17][n:18][n:19]([C:21]2([CH2:31][C:32]#[N:33])[CH2:22][C:23]([CH2:25][C:26]#[N:27])([CH2:28][C:29]#[N:30])[CH2:24]2)[cH:20]1.[CH3:47][OH:48].[NH2:43][CH2:44][CH2:45][NH2:46].[OH:36][C:37]([C:38]([F:39])([F:40])[F:41])=[O:42]>>[nH:7]1[cH:8][cH:9][c:10]2[c:11]1[n:12][cH:13][n:14][c:15]2-[c:16]1[cH:17][n:18][n:19]([C:21]2([CH2:31][C:32]#[N:33])[CH2:22][C:23]([CH2:25][C:26]#[N:27])([CH2:28][C:29]#[N:30])[CH2:24]2)[cH:20]1. Reactants: C(C1=CC=CC=C1)OC(=O)N[C@H](C(=O)O)C12CC3(CC(CC(C1)C3)C2)O ((2S)-2-{[(Benzyloxy)carbonyl]amino}-2-(3-hydroxyadamantan-1-yl)acetic acid), (1S,3S,5S)-2-azabicyclo[3.1.0]hexane-3-carbonitrile PTSA, 1-ethyl-3-(3-dimethylaminoporpyl)carbodiimide, ON1N=NC2=C1C=CC=C2 (1-hydroxy benzotriazole), C(C)(=O)OCC (ethyl acetate), C(C)(C)N(C(C)C)CC (N,N-diisopropylethylamine). The solvent is C(C)#N (acetonitrile). Conditions: temperature 20 celsius, time 15 minute. Product: C(#N)[C@H]1N([C@H]2C[C@H]2C1)C([C@H](C12CC3(CC(CC(C1)C3)C2)O)NC(OCC2=CC=CC=C2)=O)=O (Benzyl N-[(1S)-2-[(1S,3S,5S)-3-cyano-2-azabicyclo[3.1.0]hexan-2-yl]-1-(3-hydroxyadamantan-1-yl)-2-oxo ethyl]carbamate). Isolated yield 80.0%. As a reaction SMILES: [CH2:1]([O:8][C:9]([NH:11][C@@H:12]([C:16]12[CH2:25][CH:20]3[CH2:21][CH:22]([CH2:24][C:18](O)([CH2:19]3)[CH2:17]1)[CH2:23]2)[C:13]([OH:15])=O)=[O:10])[C:2]1[CH:7]=[CH:6][CH:5]=[CH:4][CH:3]=1.O[N:28]1[C:32]2[CH:33]=[CH:34][CH:35]=[CH:36][C:31]=2[N:30]=N1.C(N(CC)C(C)C)(C)C.C(OCC)(=[O:48])C>C(#N)C>[C:32]([C@@H:33]1[CH2:34][C@H:35]2[C@H:31]([CH2:36]2)[N:30]1[C:13](=[O:15])[C@@H:12]([NH:11][C:9](=[O:10])[O:8][CH2:1][C:2]1[CH:3]=[CH:4][CH:5]=[CH:6][CH:7]=1)[C:16]12[CH2:25][CH:20]3[CH2:21][CH:22]([CH2:24][C:18]([OH:48])([CH2:19]3)[CH2:17]1)[CH2:23]2)#[N:28]. Reported procedure: (2S)-2-{[(Benzyloxy)carbonyl]amino}-2-(3-hydroxyadamantan-1-yl)acetic acid of formula-XIV (20 gm), (1S,3S,5S)-2-azabicyclo[3.1.0]hexane-3-carbonitrile PTSA salt of Formula-XIII (16 gm), 1-ethyl-3-(3-dimethylaminoporpyl)carbodiimide (12 gm) and 1-hydroxy benzotriazole (1.2 gm) were dissolved in ethyl acetate (20 ml) and acetonitrile (40 ml). The reaction mixture was cooled to 20° C. Then addition of N,N-diisopropylethylamine (16 gm) was carried out for 15 min. The reaction mixture was stirred for... The reactants are C(C)(=O)OCC (ethyl acetate), II (iodine), C(C1=CC=CC=C1)N1CC2C(CCC(C2(C1)C(=O)OC)C1=C(C=CC=C1)OC)=NN (methyl (3aRS,4SR,7aRS)-2-benzyl-7-hydrazono-4-(2-methoxyphenyl)octahydroisoindole-3a-carboxylate). Run in O1CCCC1 (tetrahydrofuran), O1CCCC1 (tetrahydrofuran). Product: C(C1=CC=CC=C1)N1CC2C(=CCC(C2(C1)C(=O)OC)C1=C(C=CC=C1)OC)I (methyl (3aRS,4SR,7aRS)-2-benzyl-7-iodo-4-(2-methoxyphenyl)-2,3,3a,4,5,7a-hexahydro-1H-isoindole-3a-carboxylate). Yield: 48.5%. RXN SMILES: [I:1]I.[CH2:3]([N:10]1[CH2:18][C:17]2([C:19]([O:21][CH3:22])=[O:20])[CH:12]([C:13](=NN)[CH2:14][CH2:15][CH:16]2[C:23]2[CH:28]=[CH:27][CH:26]=[CH:25][C:24]=2[O:29][CH3:30])[CH2:11]1)[C:4]1[CH:9]=[CH:8][CH:7]=[CH:6][CH:5]=1.C(OCC)(=O)C>O1CCCC1>[CH2:3]([N:10]1[CH2:18][C:17]2([C:19]([O:21][CH3:22])=[O:20])[CH:12]([C:13]([I:1])=[CH:14][CH2:15][CH:16]2[C:23]2[CH:28]=[CH:27][CH:26]=[CH:25][C:24]=2[O:29][CH3:30])[CH2:11]1)[C:4]1[CH:9]=[CH:8][CH:7]=[CH:6][CH:5]=1. Reported procedure: 106.1 g (0.418 mol) of iodine in 1.1 dm3 of tetrahydrofuran were added dropwise to a solution of 85 g (0.209 mol) of methyl (3aRS,4SR,7aRS)-2-benzyl-7-hydrazono-4-(2-methoxyphenyl)octahydroisoindole-3a-carboxylate in 2 dm3 of tetrahydrofuran. After addition of 2 dm3 of ethyl acetate, the organic phases were washed with two times 1 dm3 of a saturated aqueous sodium hydrogencarbonate solution, washed with two times 1 dm3 of a saturated aqueous sodium thiosulphate solution, then dried over magnesiu... Starting materials: Cl (hydrochloride), Cl.NC1=C(C=C(C=C1C(F)(F)F)C(CNC1CC1)=O)Br (4'-amino-3'-bromo-2-cyclopropylamino-5'-trifluoromethyl-acetophenone hydrochloride), [BH4-].[Na+] (sodium borohydride). The product is NC1=C(C=C(C=C1C(F)(F)F)C(CNC1CC1)O)Br (1-(4'-Amino-3'-bromo-5'-trifluoromethyl-phenyl)-2-cyclopropylamino-ethanol). RXN SMILES: Cl.Cl.[NH2:3][C:4]1[C:9]([C:10]([F:13])([F:12])[F:11])=[CH:8][C:7]([C:14](=[O:20])[CH2:15][NH:16][CH:17]2[CH2:19][CH2:18]2)=[CH:6][C:5]=1[Br:21].[BH4-].[Na+]>>[NH2:3][C:4]1[C:9]([C:10]([F:11])([F:12])[F:13])=[CH:8][C:7]([CH:14]([OH:20])[CH2:15][NH:16][CH:17]2[CH2:18][CH2:19]2)=[CH:6][C:5]=1[Br:21] |f:1.2,3.4|. Reported procedure: m.p. 141.5°-142.5° C., m.p. of the hydrochloride: 195°-195.5° C. (decomp.), was prepared from 4'-amino-3'-bromo-2-cyclopropylamino-5'-trifluoromethyl-acetophenone hydrochloride and sodium borohydride analogous to Example 1. Starting materials: CC(O)CCCCC(=O)OC(C)(C)C, C1CCOC1, CCCC[N+](CCCC)(CCCC)CCCC, CCOC(C)=O, COc1ccc(-c2c(-c3ccccc3F)oc3ncnc(Cl)c23)cc1, [H-], [I-], [Na+], O. Yields the product COc1ccc(-c2c(-c3ccccc3F)oc3ncnc(OC(C)CCCCC(=O)OC(C)(C)C)c23)cc1. Reaction SMILES: [C:3]([CH3:4])([CH3:5])([CH3:6])[O:7][C:8]([CH2:9][CH2:10][CH2:11][CH2:12][CH:13]([CH3:14])[OH:15])=[O:16].[CH2:43]1[O:44][CH2:45][CH2:46][CH2:47]1.[CH2:49]([N+:50]([CH2:51][CH2:52][CH2:53][CH3:54])([CH2:55][CH2:56][CH2:57][CH3:58])[CH2:59][CH2:60][CH2:61][CH3:62])[CH2:63][CH2:64][CH3:65].[CH3:66][CH2:67][O:68][C:69](=[O:70])[CH3:71].[Cl:17][c:18]1[c:19]2[c:20]([n:21][cH:22][n:23]1)[o:24][c:25](-[c:35]1[c:36]([F:41])[cH:37][cH:38][cH:39][cH:40]1)[c:26]2-[c:27]1[cH:28][cH:29][c:30]([O:33][CH3:34])[cH:31][cH:32]1.[H-:1].[I-:48].[Na+:2].[OH2:42]>>[C:3]([CH3:4])([CH3:5])([CH3:6])[O:7][C:8]([CH2:9][CH2:10][CH2:11][CH2:12][CH:13]([CH3:14])[O:15][c:18]1[c:19]2[c:20]([n:21][cH:22][n:23]1)[o:24][c:25](-[c:35]1[c:36]([F:41])[cH:37][cH:38][cH:39][cH:40]1)[c:26]2-[c:27]1[cH:28][cH:29][c:30]([O:33][CH3:34])[cH:31][cH:32]1)=[O:16]. The reactants are CCOc1cc(C(C)(C)C)ncc1C1=NC(C)(c2ccc(Cl)cc2)C(C)(c2ccc(Cl)cc2)N1C(=O)N1CCN(CC(=O)O)CC1, Cl, Nc1ccncc1. Yields the product CCOc1cc(C(C)(C)C)ncc1C1=NC(C)(c2ccc(Cl)cc2)C(C)(c2ccc(Cl)cc2)N1C(=O)N1CCN(CC(=O)Nc2ccncc2)CC1. Reaction SMILES: [C:2]([CH3:3])([CH3:4])([CH3:5])[c:6]1[cH:7][c:8]([O:45][CH2:46][CH3:47])[c:9]([C:12]2=[N:16][C:15]([CH3:17])([c:18]3[cH:19][cH:20][c:21]([Cl:24])[cH:22][cH:23]3)[C:14]([CH3:25])([c:26]3[cH:27][cH:28][c:29]([Cl:32])[cH:30][cH:31]3)[N:13]2[C:33](=[O:34])[N:35]2[CH2:36][CH2:37][N:38]([CH2:41][C:42](=[O:43])[OH:44])[CH2:39][CH2:40]2)[cH:10][n:11]1.[ClH:1].[n:48]1[cH:49][cH:50][c:51]([NH2:54])[cH:52][cH:53]1>>[C:2]([CH3:3])([CH3:4])([CH3:5])[c:6]1[cH:7][c:8]([O:45][CH2:46][CH3:47])[c:9]([C:12]2=[N:16][C:15]([CH3:17])([c:18]3[cH:19][cH:20][c:21]([Cl:24])[cH:22][cH:23]3)[C:14]([CH3:25])([c:26]3[cH:27][cH:28][c:29]([Cl:32])[cH:30][cH:31]3)[N:13]2[C:33](=[O:34])[N:35]2[CH2:36][CH2:37][N:38]([CH2:41][C:42](=[O:44])[NH:54][c:51]3[cH:50][cH:49][n:48][cH:53][cH:52]3)[CH2:39][CH2:40]2)[cH:10][n:11]1. Starting materials: aqueous solution, [C-]#N.[Na+] (sodium cyanide), [Cl-].[NH4+] (ammonium chloride), C(C1=CC=CC=C1)=O (benzaldehyde), [Cl-].[NH4+] (ammonium chloride). Run in CO (methanol). Run at time 5 hour. Product: NC(C#N)C1=CC=CC=C1 (Amino-phenyl acetonitrile). Isolated yield 35.6%. RXN SMILES: [C-:1]#[N:2].[Na+].[Cl-].[NH4+:5].[CH:6](=O)[C:7]1[CH:12]=[CH:11][CH:10]=[CH:9][CH:8]=1>CO>[NH2:5][CH:6]([C:7]1[CH:12]=[CH:11][CH:10]=[CH:9][CH:8]=1)[C:1]#[N:2] |f:0.1,2.3|. Procedure: To a 0.3 ml aqueous solution of 46 mg of sodium cyanide and 55 mg of ammonium chloride was added a solution of 100 mg of benzaldehyde in 0.3 ml of methanol, and the resulting mixture was stirred at room temperature for 5 hours. After adding aqueous solution of ammonium chloride to the reaction mixture, it was extracted with ethyl acetate twice. The organic layer was washed successively with a saturated aqueous solution of ammonium chloride and saturated brine, dried over anhydrous magnesium sulf...